From a dataset of the Open Reaction Database (ORD), a public repository of structured organic reaction records. describe an organic reaction: reactants, conditions, products, and yield Starting materials: [OH-].[Na+] (sodium hydroxide), C(C)(C)(C)OC(=O)NC1=C(C=C(C=C1)C=1C(=CN2C(C(=CC(=C2C1C)C1CC1)C(=O)OCC)=O)F)F (ethyl 8-(4-(tert-butoxycarbonylamino)-3-fluoro-phenyl)-1-cyclopropyl-7-fluoro-9-methyl-4-oxo-4H-quinolizine-3-carboxylate), Cl (hydrochloric acid). Solvent: C1CCOC1 (THF). Run at temperature 50 celsius, time 20 minute. The product is compound 17, NC1=C(C=C(C=C1)C=1C(=CN2C(C(=CC(=C2C1C)C1CC1)C(=O)O)=O)F)F (8-(4-amino-3-fluoro-phenyl)-1-cyclopropyl-7-fluoro-9-methyl-4-oxo-quinolizine-3-carboxylic acid). Yield: 2.6%. Reaction SMILES: C(OC([NH:8][C:9]1[CH:14]=[CH:13][C:12]([C:15]2[C:16]([F:35])=[CH:17][N:18]3[C:23]([C:24]=2[CH3:25])=[C:22]([CH:26]2[CH2:28][CH2:27]2)[CH:21]=[C:20]([C:29]([O:31]CC)=[O:30])[C:19]3=[O:34])=[CH:11][C:10]=1[F:36])=O)(C)(C)C.Cl.[OH-].[Na+]>C1COCC1>[NH2:8][C:9]1[CH:14]=[CH:13][C:12]([C:15]2[C:16]([F:35])=[CH:17][N:18]3[C:23]([C:24]=2[CH3:25])=[C:22]([CH:26]2[CH2:28][CH2:27]2)[CH:21]=[C:20]([C:29]([OH:31])=[O:30])[C:19]3=[O:34])=[CH:11][C:10]=1[F:36] |f:2.3|. Reported procedure: A solution of ethyl 8-(4-(tert-butoxycarbonylamino)-3-fluoro-phenyl)-1-cyclopropyl-7-fluoro-9-methyl-4-oxo-4H-quinolizine-3-carboxylate (260 mg, 0.52 mmol) in a 4N hydrochloric acid solution (20 mL). The mixture was stirred for 20 min at 50° C. The product was lyophilized and dissolved in a mixture of THF (1 mL) and of an aqueous 4N sodium hydroxide solution (1.31 mL, 5.2 mmol) before being irradiated at 140° C. in a microwave oven for 10 min. The product was purified by preparative HPLC yieldin... Starting materials: CC(C)C[Al+]CC(C)C, CC(=O)O, Cc1ccccc1, N#Cc1ccc(C(F)(F)F)cc1Cl, [H-]. Product: O=Cc1ccc(C(F)(F)F)cc1Cl. As a reaction SMILES: [CH2:15]([Al+:16][CH2:17][CH:18]([CH3:19])[CH3:20])[CH:21]([CH3:22])[CH3:23].[CH3:24][C:25]([OH:26])=[O:27].[CH3:28][c:29]1[cH:30][cH:31][cH:32][cH:33][cH:34]1.[Cl:1][c:2]1[c:3]([C:4]#[N:5])[cH:6][cH:7][c:8]([C:10]([F:11])([F:12])[F:13])[cH:9]1.[H-:14]>>[Cl:1][c:2]1[c:3]([CH:4]=[O:26])[cH:6][cH:7][c:8]([C:10]([F:11])([F:12])[F:13])[cH:9]1. Starting materials: CS(=O)(=O)c1ccc(CCO)cc1, ClCCl, O=Cc1ccc(O)cc1, c1ccc(P(c2ccccc2)c2ccccc2)cc1. The product is CS(=O)(=O)c1ccc(CCOc2ccc(C=O)cc2)cc1. As a reaction SMILES: [CH3:10][S:11](=[O:12])(=[O:13])[c:14]1[cH:15][cH:16][c:17]([CH2:20][CH2:21][OH:22])[cH:18][cH:19]1.[Cl:42][CH2:43][Cl:44].[OH:1][c:2]1[cH:3][cH:4][c:5]([CH:6]=[O:7])[cH:8][cH:9]1.[c:23]1([P:24]([c:25]2[cH:26][cH:27][cH:28][cH:29][cH:30]2)[c:31]2[cH:32][cH:33][cH:34][cH:35][cH:36]2)[cH:37][cH:38][cH:39][cH:40][cH:41]1>>[O:1]([c:2]1[cH:3][cH:4][c:5]([CH:6]=[O:7])[cH:8][cH:9]1)[CH2:21][CH2:20][c:17]1[cH:16][cH:15][c:14]([S:11]([CH3:10])(=[O:12])=[O:13])[cH:19][cH:18]1. The reactants are Cl, CON, O=C(O)C(F)(F)F, Cc1cccc(C(=O)Cc2ccncc2)c1. The product is Cc1cccc(C(N)Cc2ccncc2)c1. Reaction SMILES: [ClH:17].[O:18]([CH3:19])[NH2:20].[OH:21][C:22]([C:23]([F:24])([F:25])[F:26])=[O:27].[n:1]1[cH:2][cH:3][c:4]([CH2:7][C:8](=[O:9])[c:10]2[cH:11][c:12]([CH3:16])[cH:13][cH:14][cH:15]2)[cH:5][cH:6]1>>[n:1]1[cH:2][cH:3][c:4]([CH2:7][CH:8]([c:10]2[cH:11][c:12]([CH3:16])[cH:13][cH:14][cH:15]2)[NH2:20])[cH:5][cH:6]1. The reactants are C#CCNCC#C, ClC(Cl)Cl, O=C(O)CCCCOc1c(Cl)cc(OCC=C(Cl)Cl)cc1Cl. Product: C#CCN(CC#C)C(=O)CCCCOc1c(Cl)cc(OCC=C(Cl)Cl)cc1Cl. Reaction SMILES: [CH2:23]([C:24]#[CH:25])[NH:26][CH2:27][C:28]#[CH:29].[CH:30]([Cl:31])([Cl:32])[Cl:33].[Cl:1][c:2]1[c:3]([O:4][CH2:5][CH2:6][CH2:7][CH2:8][C:9](=[O:10])[OH:11])[c:12]([Cl:22])[cH:13][c:14]([O:16][CH2:17][CH:18]=[C:19]([Cl:20])[Cl:21])[cH:15]1>>[Cl:1][c:2]1[c:3]([O:4][CH2:5][CH2:6][CH2:7][CH2:8][C:9](=[O:11])[N:26]([CH2:23][C:24]#[CH:25])[CH2:27][C:28]#[CH:29])[c:12]([Cl:22])[cH:13][c:14]([O:16][CH2:17][CH:18]=[C:19]([Cl:20])[Cl:21])[cH:15]1. Starting materials: S(C1=CC=CC(=C1)C)C. The reagents and catalysts are O1B(OC(C)(C)C1(C)C)B2OC(C)(C)C(O2)(C)C, N=1C=CC(=CC1C=2N=CC=C(C2)C)C, C[OH2+].C[OH2+].C1CC=CCCC=C1.C1CC=CCCC=C1.[Ir].[Ir]. Solvent: C=1C=C(C=CC1C)C. Run at temperature 55 celsius, time 24 hour. The product is O1B(OC(C)(C)C1(C)C)C2=CC(SC)=CC(=C2)C, O1B(OC(C)(C)C1(C)C)C2=CC=C(C=C2SC)C. Yield: 10.0%. Procedure details: dtbpy: A mixture of ortho- and meta-borylated products (82 mg, 62% yield, ortho/meta + para = 0.16); meta-Isomer 5j was obtained by further purification by GPC (65 mg, 48% yield), white solid; Yields the product C(C)(C)(C)OC(=O)N1[C@H](C(=O)N2[C@@H](CCC2)C(COCC2=CC=CC=C2)O)CCC1 ((S)-1-[N-(tert-Butoxycarbonyl)-L-prolyl]-2-[1-hydroxy-2(phenylmethyloxy)ethyl]pyrrolidine). The reactants are C(C)(C)(C)OC(=O)N1[C@H](C(=O)O)CCC1 (N-(tert-Butoxycarbonyl)-L-proline), C=1C=CC2=C(C1)N=NN2O (HOBt), O (water), OC(COCC1=CC=CC=C1)[C@H]1NCCC1 ((S)-2-[1-hydroxy-2(phenylmethyloxy)ethyl]pyrrolidine). Run at time 14 hour. Reported procedure: N-(tert-Butoxycarbonyl)-L-proline (2.93 g), HOBt (4.55 g) and water-soluble carbodiimide hydrochloride (2.88 g) were added to a methylene chloride suspension (30 ml) of (S)-2-[1-hydroxy-2(phenylmethyloxy)ethyl]pyrrolidine (3.00 g) obtained in Example 5a), and the mixture was stirred at room temperature for 14 hours. The reaction mixture was washed with 5% citric acid, saturated sodium hydrogencarbonate and water in order, dried over anhydrous sodium sulfate, and concentrated to give the title co... Yield: 87.9%. RXN SMILES: [C:1]([O:5][C:6]([N:8]1[CH2:15][CH2:14][CH2:13][C@H:9]1[C:10]([OH:12])=O)=[O:7])([CH3:4])([CH3:3])[CH3:2].C1C=CC2N(O)N=NC=2C=1.O.[OH:27][CH:28]([C@@H:38]1[CH2:42][CH2:41][CH2:40][NH:39]1)[CH2:29][O:30][CH2:31][C:32]1[CH:37]=[CH:36][CH:35]=[CH:34][CH:33]=1>C(Cl)Cl>[C:1]([O:5][C:6]([N:8]1[CH2:15][CH2:14][CH2:13][C@H:9]1[C:10]([N:39]1[CH2:40][CH2:41][CH2:42][C@H:38]1[CH:28]([OH:27])[CH2:29][O:30][CH2:31][C:32]1[CH:37]=[CH:36][CH:35]=[CH:34][CH:33]=1)=[O:12])=[O:7])([CH3:2])([CH3:3])[CH3:4]. The solvent is C(Cl)Cl (methylene chloride). Reactants: O.NN (Hydrazine hydrate), CNC([C@@H](NC([C@@H](NS(=O)(=O)CCCCN1C(C=2C(C1=O)=CC=CC2)=O)CC(C)C)=O)CC2=CC=CC=C2)=O (4-Phthalimidobutanesulphonyl-L-leucyl-L-phenylalanine N-methylamide). Run in C(C)O (ethanol), C(C)O (ethanol), C(Cl)(Cl)Cl (chloroform), O (water). Product: CNC([C@@H](NC([C@@H](NS(=O)(=O)CCCCN)CC(C)C)=O)CC1=CC=CC=C1)=O (N-(4Aminobutylsulfonyl)L-leucyl-L-phenylalanine N-methylamide). Isolated yield 99.1%. RXN SMILES: O.NN.[CH3:4][NH:5][C:6](=[O:42])[C@H:7]([CH2:35][C:36]1[CH:41]=[CH:40][CH:39]=[CH:38][CH:37]=1)[NH:8][C:9](=[O:34])[C@H:10]([CH2:30][CH:31]([CH3:33])[CH3:32])[NH:11][S:12]([CH2:15][CH2:16][CH2:17][CH2:18][N:19]1C(=O)C2=CC=CC=C2C1=O)(=[O:14])=[O:13]>C(O)C.C(Cl)(Cl)Cl.O>[CH3:4][NH:5][C:6](=[O:42])[C@H:7]([CH2:35][C:36]1[CH:37]=[CH:38][CH:39]=[CH:40][CH:41]=1)[NH:8][C:9](=[O:34])[C@H:10]([CH2:30][CH:31]([CH3:33])[CH3:32])[NH:11][S:12]([CH2:15][CH2:16][CH2:17][CH2:18][NH2:19])(=[O:14])=[O:13] |f:0.1|. Procedure details: Hydrazine hydrate (56%, 18.2 ml) was added to a solution of example 17 (7.1 g) in ethanol (120 ml) and the mixture was heated at reflux for 30 min. The mixture was then cooled to RT and diluted with ethanol (300 ml), chloroform (100 ml) and water (200 ml). The layers were separated and the organic layer was dried (Na2SO4) and evaporated in vacuo. The residue was then purified by flash column chromatography, eluting with 0-10% methanol in chloroform containing 2.5% triethylamine, to give the titl... Isolated yield 81.0%. Procedure: 1.7 g (3.5 mmol) of t-butyl (4S,5S)-4-(cyclohexylmethyl)-5-[(S,E)-5-(ethoxycarbonyl)-2-isopropyl-4-pentenyl]-2,2-dimethy--3-oxazolidinecarboxylate are dissolved in 20 ml of dioxan and treated with 7 ml (7.0 mmol) of 1N sodium hydroxide solution. Thereafter, the reaction mixture is stirred at 90° for 2.5 hours, cooled and poured into ice-water. Then, the reaction mixture is adjusted to pH 3 with a pH 2 buffer of potassium hydrogen sulphate and potassium sulphate and extracted with methylene chlor... Run at time 2.5 hour. The solvent is O1CCOCC1 (dioxan). Yields the product C(C)(C)(C)OC(=O)N1C(O[C@H]([C@@H]1CC1CCCCC1)C[C@H](C/C=C/C(=O)O)C(C)C)(C)C ((E,S)-5-[[(4S,5S)-3-(t-butoxycarbonyl)-4-(cyclohexylmethyl)-2,2-dimethyl-5-oxazolidinyl]methyl]-6-methyl-2-heptenoic acid). Reactants: S(=O)(=O)(O)[O-].[K+] (potassium hydrogen sulphate), C1(CCCCC1)C[C@@H]1N(C(O[C@H]1C[C@H](C\C=C\C(=O)OCC)C(C)C)(C)C)C(=O)OC(C)(C)C (t-butyl (4S,5S)-4-(cyclohexylmethyl)-5-[(S,E)-5-(ethoxycarbonyl)-2-isopropyl-4-pentenyl]-2,2-dimethy--3-oxazolidinecarboxylate), [OH-].[Na+] (sodium hydroxide), ice water, S(=O)(=O)([O-])[O-].[K+].[K+] (potassium sulphate). Reaction SMILES: [CH:1]1([CH2:7][C@H:8]2[C@H:12]([CH2:13][C@@H:14]([CH:23]([CH3:25])[CH3:24])[CH2:15]/[CH:16]=[CH:17]/[C:18]([O:20]CC)=[O:19])[O:11][C:10]([CH3:27])([CH3:26])[N:9]2[C:28]([O:30][C:31]([CH3:34])([CH3:33])[CH3:32])=[O:29])[CH2:6][CH2:5][CH2:4][CH2:3][CH2:2]1.[OH-].[Na+].S([O-])(O)(=O)=O.[K+].S([O-])([O-])(=O)=O.[K+].[K+]>O1CCOCC1>[C:31]([O:30][C:28]([N:9]1[C@@H:8]([CH2:7][CH:1]2[CH2:2][CH2:3][CH2:4][CH2:5][CH2:6]2)[C@H:12]([CH2:13][C@@H:14]([CH:23]([CH3:24])[CH3:25])[CH2:15]/[CH:16]=[CH:17]/[C:18]([OH:20])=[O:19])[O:11][C:10]1([CH3:26])[CH3:27])=[O:29])([CH3:34])([CH3:33])[CH3:32] |f:1.2,3.4,5.6.7|. Reactants: COC=1C=CC2=C(CCCC(C2)C2=C(C=CC=C2)N)C1 (2-(2-methoxy-6,7,8,9-tetrahydro-5H-benzocyclohepten-6-yl)phenylamine), Cl.N1(CCCCCC1)CCOC1=CC=C(C(=O)O)C=C1 (4-(2-azepan-1-ylethoxy)benzoic acid hydrochloride), N1(CCCCCC1)CCOC1=CC=C(CNC2=C(C=CC=C2)C2CC3=C(CCC2)C=C(C=C3)OC)C=C1 ([4-(2-azepan-1-ylethoxy)benzyl][2-(2-methoxy-6,7,8,9-tetrahydro-5H-benzocyclohepten-6-yl)phenyl]amine). Yields the product N1(CCCCCC1)CCOC1=CC=C(CN(C2=C(C=CC=C2)C2CC3=C(CCC2)C=C(C=C3)OC)CC)C=C1 ([4-(2-azepan-1-ylethoxy)benzyl]ethyl[2-(2-methoxy-6,7,8,9-tetrahydro-5H-benzocyclohepten-6-yl)phenyl]amine). As a reaction SMILES: COC1C=CC2CC(C3C=CC=CC=3N)CCCC=2C=1.Cl.[N:22]1([CH2:29][CH2:30][O:31][C:32]2[CH:40]=[CH:39][C:35]([C:36](O)=O)=[CH:34][CH:33]=2)[CH2:28][CH2:27][CH2:26][CH2:25][CH2:24][CH2:23]1.N1(CCOC2C=C[C:54]([CH2:55][NH:56][C:57]3[CH:62]=[CH:61][CH:60]=[CH:59][C:58]=3[CH:63]3[CH2:69][CH2:68][CH2:67][C:66]4[CH:70]=[C:71]([O:74][CH3:75])[CH:72]=[CH:73][C:65]=4[CH2:64]3)=CC=2)CCCCCC1>>[N:22]1([CH2:29][CH2:30][O:31][C:32]2[CH:40]=[CH:39][C:35]([CH2:36][N:56]([CH2:55][CH3:54])[C:57]3[CH:62]=[CH:61][CH:60]=[CH:59][C:58]=3[CH:63]3[CH2:69][CH2:68][CH2:67][C:66]4[CH:70]=[C:71]([O:74][CH3:75])[CH:72]=[CH:73][C:65]=4[CH2:64]3)=[CH:34][CH:33]=2)[CH2:28][CH2:27][CH2:26][CH2:25][CH2:24][CH2:23]1 |f:1.2|. Reported procedure: Synthesized from 2-(2-methoxy-6,7,8,9-tetrahydro-5H-benzocyclohepten-6-yl)phenylamine and 4-(2-azepan-1-ylethoxy)benzoic acid hydrochloride according to an analogous synthetic method to Example 152, [4-(2-azepan-1-ylethoxy)benzyl][2-(2-methoxy-6,7,8,9-tetrahydro-5H-benzocyclohepten-6-yl)phenyl]amine (477 mg) was used according to an analogous synthetic method to Example 36 to provide [4-(2-azepan-1-ylethoxy)benzyl]ethyl[2-(2-methoxy-6,7,8,9-tetrahydro-5H-benzocyclohepten-6-yl)phenyl]amine (431 m...